Dataset: the Open Reaction Database (ORD), a public repository of structured organic reaction records. Task: describe an organic reaction: reactants, conditions, products, and yield Starting materials: O1CCOC12CCN(CC2)CCSC2=NN=C1N2C=CC=C1 (3-[2-(1,4-dioxa-8-azaspiro(4,5)decan-8-yl)ethylmercapto]-1,2,4-triazolo(4,3-a)pyridine), C([O-])(O)=O.[Na+] (sodium bicarbonate), solution, Cl (hydrochloric acid). Product: O=C1CCN(CC1)CCSC1=NN=C2N1C=CC=C2 (3-[2-(4-oxopiperidin-1-yl)ethylmercapto]-1,2,4-triazolo(4,3-a)pyridine). Yield: 62.4%. RXN SMILES: O1[C:5]2([CH2:10][CH2:9][N:8]([CH2:11][CH2:12][S:13][C:14]3[N:18]4[CH:19]=[CH:20][CH:21]=[CH:22][C:17]4=[N:16][N:15]=3)[CH2:7][CH2:6]2)[O:4]CC1.Cl.C(=O)(O)[O-].[Na+]>>[O:4]=[C:5]1[CH2:10][CH2:9][N:8]([CH2:11][CH2:12][S:13][C:14]2[N:18]3[CH:19]=[CH:20][CH:21]=[CH:22][C:17]3=[N:16][N:15]=2)[CH2:7][CH2:6]1 |f:2.3|. Reported procedure: 6.5 g of 3-[2-(1,4-dioxa-8-azaspiro(4,5)decan-8-yl)ethylmercapto]-1,2,4-triazolo(4,3-a)pyridine, prepared in Example 53, are heated under reflux for 10 hours in 200 ml of a 0.5N solution of hydrochloric acid. The reaction mixture is then cooled, rendered basic with a solution of sodium bicarbonate and extracted with chloroform. The chloroform phase is dried over magnesium sulfate and concentrated in vacuo. The residue obtained crystallizes from isopropyl acetate. The crystals are filtered off an... The reactants are C(C)S(=O)(=O)Cl (ethanesulfonyl chloride), C(C)(C)N(C(C)C)CC (N,N-diisopropylethylamine), NCC1CN(C1)C1=CC(=NC(=N1)N[C@@H](C)C1=CC=C(C=C1)F)NC1=NC=CN=C1 ((S)-6-[3-(aminomethyl)azetidin-1-yl]-N2-[1-(4-fluorophenyl)ethyl]-N4-(pyrazin-2-yl)pyrimidine-2,4-diamine). Run in ClCCCl (1,2-dichloroethane). Conditions: time 8 hour. Product: FC1=CC=C(C=C1)[C@H](C)NC1=NC(=CC(=N1)N1CC(C1)CNS(=O)(=O)CC)NC1=NC=CN=C1 ((S)—N-[(1-{2-[1-(4-Fluorophenyl)ethylamino]-6-(pyrazin-2-ylamino)pyrimidin-4-yl}azetidin-3-yl)methyl]ethane sulfonamide). The yield is 52.9%. RXN SMILES: [NH2:1][CH2:2][CH:3]1[CH2:6][N:5]([C:7]2[N:12]=[C:11]([NH:13][C@H:14]([C:16]3[CH:21]=[CH:20][C:19]([F:22])=[CH:18][CH:17]=3)[CH3:15])[N:10]=[C:9]([NH:23][C:24]3[CH:29]=[N:28][CH:27]=[CH:26][N:25]=3)[CH:8]=2)[CH2:4]1.[CH2:30]([S:32](Cl)(=[O:34])=[O:33])[CH3:31].C(N(CC)C(C)C)(C)C>ClCCCl>[F:22][C:19]1[CH:18]=[CH:17][C:16]([C@@H:14]([NH:13][C:11]2[N:12]=[C:7]([N:5]3[CH2:4][CH:3]([CH2:2][NH:1][S:32]([CH2:30][CH3:31])(=[O:34])=[O:33])[CH2:6]3)[CH:8]=[C:9]([NH:23][C:24]3[CH:29]=[N:28][CH:27]=[CH:26][N:25]=3)[N:10]=2)[CH3:15])=[CH:21][CH:20]=1. Reported procedure: 23 mg of (S)-6-[3-(aminomethyl)azetidin-1-yl]-N2-[1-(4-fluorophenyl)ethyl]-N4-(pyrazin-2-yl)pyrimidine-2,4-diamine was dissolved in 2 ml of 1,2-dichloroethane, and 8.1 mg of ethanesulfonyl chloride and 22 μl of N,N-diisopropylethylamine were added thereto, and the mixture was stirred at room temperature overnight. The solvent was distilled off under reduced pressure, and then the obtained residue was purified by silica gel column chromatography to obtain 15 mg of the objective compound as a brow... The reactants are BrC1=CC=CC=C1 (bromobenzene), CC(C)([O-])C.[Na+] (sodium t-butoxide), PTFE. The reagents and catalysts are C=1C=CC(=CC1)/C=C/C(=O)/C=C/C2=CC=CC=C2.C=1C=CC(=CC1)/C=C/C(=O)/C=C/C2=CC=CC=C2.[Pd] (Pd(dba)2). Solvent: C1(=CC=CC=C1)C (toluene). Conditions: time 23 hour. Product: C(C)(C)(C)OC1=CC=CC=C1 (t-butoxybenzene). Isolated yield 96.2%. Reaction SMILES: Br[C:2]1[CH:7]=[CH:6][CH:5]=[CH:4][CH:3]=1.[CH3:8][C:9]([CH3:12])([O-:11])[CH3:10].[Na+]>C1C=CC(/C=C/C(/C=C/C2C=CC=CC=2)=O)=CC=1.C1C=CC(/C=C/C(/C=C/C2C=CC=CC=2)=O)=CC=1.[Pd].C1(C)C=CC=CC=1>[C:9]([O:11][C:2]1[CH:7]=[CH:6][CH:5]=[CH:4][CH:3]=1)([CH3:12])([CH3:10])[CH3:8] |f:1.2,3.4.5|. Procedure: A typical procedure is given for the reaction of Entry 1 in Table 1. A 4 mL vial was charged with bromobenzene (63 mg, 0.40, mmol), Pd(dba)2 (11.5 mg, 0.02 mmol), Ph5FcP(t-BU)2 (14.2 mg, 0.02 mmol) and sodium t-butoxide (47 mg, 0.48 mmol). Anhydrous toluene (2 mL) was added, and the vial was sealed with a cap containing a PTFE septum and removed from the drybox. The reaction mixture was stirred at room temperature for 23 h. The reaction solution was then adsorbed onto silica gel, and the product... Reaction conditions: temperature 120 celsius, time 12 hour. Starting materials: Cc2ccc(B1OCC(C)(C)CO1)cc2 (effective_coupling_partner), COc2ccc(c1ccccn1)cc2 (substrate). Yields the product Cc3ccc(c2ccc(c1ccccn1)cc2)cc3. Reagents/catalysts: ICy.